From a dataset of the Open Reaction Database (ORD), a public repository of structured organic reaction records. describe an organic reaction: reactants, conditions, products, and yield Starting materials: ClC=1C(=CC(=C(C1)O)S(=O)(=O)N1CCCCC2=C1C=CC=C2)N2C(C1=CC=CC=C1C2=O)=O (5-Chloro-2-(2,3,4,5-tetrahydro-1H-1-benzoazepin-1-ylsulfonyl)-4-(1,3-dioxo-1,3-dihydroisoindol-2-yl)phenol), O.NN (hydrazine monohydrate). Reaction SMILES: [Cl:1][C:2]1[C:3]([N:23]2C(=O)C3C(=CC=CC=3)C2=O)=[CH:4][C:5]([S:9]([N:12]2[C:18]3[CH:19]=[CH:20][CH:21]=[CH:22][C:17]=3[CH2:16][CH2:15][CH2:14][CH2:13]2)(=[O:11])=[O:10])=[C:6]([OH:8])[CH:7]=1.O.NN>O1CCCC1.C(OCC)(=O)C>[NH2:23][C:3]1[C:2]([Cl:1])=[CH:7][C:6]([OH:8])=[C:5]([S:9]([N:12]2[C:18]3[CH:19]=[CH:20][CH:21]=[CH:22][C:17]=3[CH2:16][CH2:15][CH2:14][CH2:13]2)(=[O:11])=[O:10])[CH:4]=1 |f:1.2|. Yield: 75.4%. Run in O1CCCC1 (tetrahydrofuran), C(C)(=O)OCC (ethyl acetate). Procedure: 5-Chloro-2-(2,3,4,5-tetrahydro-1H-1-benzoazepin-1-ylsulfonyl)-4-(1,3-dioxo-1,3-dihydroisoindol-2-yl)phenol (0.49 g) was dissolved in tetrahydrofuran (10 mL). To the solution was added hydrazine monohydrate (0.25 mL), and the mixture was heated at reflux for 2 hours. The reaction mixture was cooled to room temperature, and diluted with ethyl acetate. The insoluble material was removed by filtration, and the filtrate was concentrated under reduced pressure, and the residue was purified by column c... The product is NC1=CC(=C(C=C1Cl)O)S(=O)(=O)N1CCCCC2=C1C=CC=C2 (4-Amino-5-chloro-2-(2,3,4,5-tetrahydro-1H-1-benzoazepin-1-ylsulfonyl)phenol). The reactants are C1(=CC=CC=C1)S(=O)(=O)NCC1=CCC(C(N(C1)CC(NC1C(OC(C1)=O)OCC)=O)=O)NC(=O)C1=NC=CC2=CC=CC=C12 (isoquinoline-1-carboxylic acid {6-(benzenesulfonylamino-methyl)-1-[(2-ethoxy-5-oxo-tetrahydro-furan-3-ylcarbamoyl)-methyl]-2-oxo-2,3,4,7-tetrahydro-1H-azepin-3-yl}-amide), FC(C(=O)O)(F)F (trifluoroacetic acid). Run in CC#N.O (CH3CN H2O). Product: C1(=CC=CC=C1)S(=O)(=O)NCC1=CCC(C(N(C1)CC(NC1C(OC(C1)=O)O)=O)=O)NC(=O)C1=NC=CC2=CC=CC=C12 (Isoquinoline-1-carboxylic acid {6-(benzenesulfonylamino-methyl)-1-[(2-hydroxy-5-oxo-tetrahydro-furan-3-ylcarbamoyl)-methyl]-2-oxo-2,3,4,7-tetrahydro-1H-azepin-3-yl}-amide). Isolated yield 65.0%. RXN SMILES: [C:1]1([S:7]([NH:10][CH2:11][C:12]2[CH2:18][N:17]([CH2:19][C:20](=[O:31])[NH:21][CH:22]3[CH2:26][C:25](=[O:27])[O:24][CH:23]3[O:28]CC)[C:16](=[O:32])[CH:15]([NH:33][C:34]([C:36]3[C:45]4[C:40](=[CH:41][CH:42]=[CH:43][CH:44]=4)[CH:39]=[CH:38][N:37]=3)=[O:35])[CH2:14][CH:13]=2)(=[O:9])=[O:8])[CH:6]=[CH:5][CH:4]=[CH:3][CH:2]=1.FC(F)(F)C(O)=O>CC#N.O>[C:1]1([S:7]([NH:10][CH2:11][C:12]2[CH2:18][N:17]([CH2:19][C:20](=[O:31])[NH:21][CH:22]3[CH2:26][C:25](=[O:27])[O:24][CH:23]3[OH:28])[C:16](=[O:32])[CH:15]([NH:33][C:34]([C:36]3[C:45]4[C:40](=[CH:41][CH:42]=[CH:43][CH:44]=4)[CH:39]=[CH:38][N:37]=3)=[O:35])[CH2:14][CH:13]=2)(=[O:9])=[O:8])[CH:6]=[CH:5][CH:4]=[CH:3][CH:2]=1 |f:2.3|. Procedure: A solution of isoquinoline-1-carboxylic acid {6-(benzenesulfonylamino-methyl)-1-[(2-ethoxy-5-oxo-tetrahydro-furan-3-ylcarbamoyl)-methyl]-2-oxo-2,3,4,7-tetrahydro-1H-azepin-3-yl}-amide, 35, as prepared in the above example, in CH3CN/H2O is treated with excess trifluoroacetic acid. The solution is stirred several hours then purified by preparative reverse phase HPLC to afford 150 mg (65% yield) of the desired product. 1H NMR (CD3OD) δ 9.14–9.11 (d, J=8.7 Hz, 1H), 8.55–8.53 (d, J=5.4 Hz, 1H), 8.07–... The reactants are CN(CCC(=O)O)C(=O)OC(C)(C)C, C1COCCN1, CCN=C=NCCCN(C)C, ClCCl, Cl. The product is CN(CCC(=O)N1CCOCC1)C(=O)OC(C)(C)C. As a reaction SMILES: [C:1]([CH3:2])([CH3:3])([CH3:4])[O:5][C:6](=[O:7])[N:8]([CH2:9][CH2:10][C:11](=[O:12])[OH:13])[CH3:14].[CH2:15]1[CH2:16][O:17][CH2:18][CH2:19][NH:20]1.[CH2:22]([N:23]=[C:24]=[N:25][CH2:26][CH2:27][CH2:28][N:29]([CH3:30])[CH3:31])[CH3:32].[CH2:33]([Cl:34])[Cl:35].[ClH:21]>>[C:1]([CH3:2])([CH3:3])([CH3:4])[O:5][C:6](=[O:7])[N:8]([CH2:9][CH2:10][C:11](=[O:13])[N:20]1[CH2:15][CH2:16][O:17][CH2:18][CH2:19]1)[CH3:14]. The reactants are CCOC(C)=O, [Li+], C1COCCO1, [OH-], CCOC(=O)CC1CCc2c1[nH]c1ccc(OCc3ccc(-c4csnn4)cc3)cc21. Product: O=C(O)CC1CCc2c1[nH]c1ccc(OCc3ccc(-c4csnn4)cc3)cc21. RXN SMILES: [CH3:40][CH2:41][O:42][C:43]([CH3:44])=[O:45].[Li+:33].[O:34]1[CH2:35][CH2:36][O:37][CH2:38][CH2:39]1.[OH-:32].[s:1]1[n:2][n:3][c:4](-[c:6]2[cH:7][cH:8][c:9]([CH2:10][O:11][c:12]3[cH:13][c:14]4[c:15]5[c:16]([nH:17][c:18]4[cH:19][cH:20]3)[CH:21]([CH2:24][C:25](=[O:26])[O:27][CH2:28][CH3:29])[CH2:22][CH2:23]5)[cH:30][cH:31]2)[cH:5]1>>[s:1]1[n:2][n:3][c:4](-[c:6]2[cH:7][cH:8][c:9]([CH2:10][O:11][c:12]3[cH:13][c:14]4[c:15]5[c:16]([nH:17][c:18]4[cH:19][cH:20]3)[CH:21]([CH2:24][C:25](=[O:26])[OH:27])[CH2:22][CH2:23]5)[cH:30][cH:31]2)[cH:5]1. Starting materials: ClC1=CC(=C(C=C1O)C1=NN(C(=C1C)C#N)C)F (3-(4-chloro-2-fluoro-5-hydroxyphenyl)-4-methyl-5-cyano-1-methyl-[1H]-pyrazole), C([O-])([O-])=O.[K+].[K+] (potassium carbonate), C(C#C)Br (propargyl bromide). Solvent: CC(=O)C (acetone). Conditions: temperature 22 celsius, time 10 minute. Product: ClC1=CC(=C(C=C1OCC#C)C1=NN(C(=C1C)C#N)C)F (3-(4-chloro-2-fluoro-5-propargyloxyphenyl)-4-methyl-5-cyano-1-methyl-[1H]pyrazole). Reaction SMILES: [Cl:1][C:2]1[C:7]([OH:8])=[CH:6][C:5]([C:9]2[C:13]([CH3:14])=[C:12]([C:15]#[N:16])[N:11]([CH3:17])[N:10]=2)=[C:4]([F:18])[CH:3]=1.C(=O)([O-])[O-].[K+].[K+].[CH2:25](Br)[C:26]#[CH:27]>CC(C)=O>[Cl:1][C:2]1[C:7]([O:8][CH2:27][C:26]#[CH:25])=[CH:6][C:5]([C:9]2[C:13]([CH3:14])=[C:12]([C:15]#[N:16])[N:11]([CH3:17])[N:10]=2)=[C:4]([F:18])[CH:3]=1 |f:1.2.3|. Procedure: 1.33 g of 3-(4-chloro-2-fluoro-5-hydroxyphenyl)-4-methyl-5-cyano-1-methyl-[1H]-pyrazole (Example H6) are dissolved in 25 ml of acetone, and 1.38 g of potassium carbonate are added. The reaction mixture is stirred for 10 minutes at 22° C., and 0.89 g (0.56 ml) of propargyl bromide is then added dropwise with stirring, and stirring is continued for 5 hours at this temperature. The solvent is subsequently distilled off in vacuo and the residue is taken up in diethyl ether. After the etheric solutio... Reactants: C1COCCN1, CS(C)=O, Cc1ccc(F)cc1[N+](=O)[O-], [K+], [K+], O=C([O-])[O-], O. Yields the product Cc1ccc(N2CCOCC2)cc1[N+](=O)[O-]. RXN SMILES: [CH2:12]1[CH2:13][O:14][CH2:15][CH2:16][NH:17]1.[CH3:25][S:26]([CH3:27])=[O:28].[F:1][c:2]1[cH:3][c:4]([N+:9](=[O:10])[O-:11])[c:5]([CH3:8])[cH:6][cH:7]1.[K+:18].[K+:19].[O-:20][C:21]([O-:22])=[O:23].[OH2:24]>>[c:2]1([N:17]2[CH2:12][CH2:13][O:14][CH2:15][CH2:16]2)[cH:3][c:4]([N+:9](=[O:10])[O-:11])[c:5]([CH3:8])[cH:6][cH:7]1. Reactants: C(N)(=O)C1=C(C=C(N=N1)N[C@H]1[C@H](COCC1)NC(OC(C)(C)C)=O)NC1=NC(=CC(=C1)C)CCC (tert-butyl (3R,4R)-4-(6-carbamoyl-5-(4-methyl-6-propylpyridin-2-ylamino)pyridazin-3-ylamino)tetrahydro-2H-pyran-3-ylcarbamate), FC(C(=O)O)(F)F (trifluoroacetic acid). Solvent: ClCCl (dichloromethane). Run at time 16 hour. Product: N[C@H]1COCC[C@H]1NC1=CC(=C(N=N1)C(=O)N)NC1=NC(=CC(=C1)C)CCC (6-((3R,4R)-3-aminotetrahydro-2H-pyran-4-ylamino)-4-(4-methyl-6-propylpyridin-2-ylamino)pyridazine-3-carboxamide). Yield: 32.7%. RXN SMILES: [C:1]([C:4]1[N:9]=[N:8][C:7]([NH:10][C@@H:11]2[CH2:16][CH2:15][O:14][CH2:13][C@@H:12]2[NH:17]C(=O)OC(C)(C)C)=[CH:6][C:5]=1[NH:25][C:26]1[CH:31]=[C:30]([CH3:32])[CH:29]=[C:28]([CH2:33][CH2:34][CH3:35])[N:27]=1)(=[O:3])[NH2:2].FC(F)(F)C(O)=O>ClCCl>[NH2:17][C@@H:12]1[C@H:11]([NH:10][C:7]2[N:8]=[N:9][C:4]([C:1]([NH2:2])=[O:3])=[C:5]([NH:25][C:26]3[CH:31]=[C:30]([CH3:32])[CH:29]=[C:28]([CH2:33][CH2:34][CH3:35])[N:27]=3)[CH:6]=2)[CH2:16][CH2:15][O:14][CH2:13]1. Procedure: To a solution of tert-butyl (3R,4R)-4-(6-carbamoyl-5-(4-methyl-6-propylpyridin-2-ylamino)pyridazin-3-ylamino)tetrahydro-2H-pyran-3-ylcarbamate (27 mg, 55.6 μmol) in dichloromethane (1 mL) was added trifluoroacetic acid (127 mg, 85.7 μL, 1.11 mmol) and the mixture stirred at room temperature for 16 h. The mixture was concentrated in vacuo and then the residue was diluted with dichloromethane and 25% aqueous NH4OH. The mixture was washed with water (2×), then the organic phase was collected, conce...